This data is from the Open Reaction Database (ORD), a public repository of structured organic reaction records. The task is: describe an organic reaction: reactants, conditions, products, and yield Reactants: ice HCl, C1(=CC=CC=C1)C1CCC(CC1)C(C)=O (1-(4-phenylcyclohexyl)ethanone), C(C)(=O)Cl (acetyl chloride), [Al+3].[Cl-].[Cl-].[Cl-] (AlCl3). Run in C(Cl)Cl (DCM). Run at time 15 minute. Product: C(C)(=O)C1CCC(CC1)C1=CC=C(C=C1)C(C)=O (1-(4-(4-acetylcyclohexyl)phenyl)ethanone). Yield: 46.0%. Reaction SMILES: [Al+3].[Cl-].[Cl-].[Cl-].[C:5]1([CH:11]2[CH2:16][CH2:15][CH:14]([C:17](=[O:19])[CH3:18])[CH2:13][CH2:12]2)[CH:10]=[CH:9][CH:8]=[CH:7][CH:6]=1.[C:20](Cl)(=[O:22])[CH3:21]>C(Cl)Cl>[C:17]([CH:14]1[CH2:15][CH2:16][CH:11]([C:5]2[CH:10]=[CH:9][C:8]([C:20](=[O:22])[CH3:21])=[CH:7][CH:6]=2)[CH2:12][CH2:13]1)(=[O:19])[CH3:18] |f:0.1.2.3|. Procedure: To a suspension of AlCl3 (5.9 g, 54 mmol) in DCM (200 mL) at 0° C. was added 1-(4-phenylcyclohexyl)ethanone (9 g in DCM), and acetyl chloride (10.4 mL, 146 mmol) dropwise over 30 min. The mixture was stirred to rt for 15 min. and heated at 45° C. for 4 h. After being cooled to rt, the mixture was poured it into ice-HCl (1N). The organic layer was collected, and the aqueous layer was extracted with ethyl acetate (3×). The combined organic layers were combined, concentrated and purified on column ...